This data is from the Open Reaction Database (ORD), a public repository of structured organic reaction records. The task is: describe an organic reaction: reactants, conditions, products, and yield The reactants are C(C)OC([C@H](CC1=CC=C(C=C1)OCCCBr)OC)=O ((2S)-3-[4-(3-Bromo-propoxy)-phenyl]-2-methoxy-propionic acid ethyl ester), C1=C(C=CC=2CCCCC12)O (5,6,7,8-Tetrahydro-naphthalen-2-ol), [OH-].[Na+] (NaOH). Yields the product CO[C@H](C(=O)O)CC1=CC=C(C=C1)OCCCOC1=CC=2CCCCC2C=C1 ((2S)-2-Methoxy-3-{4-[3-(5,6,7,8-tetrahydro-naphthalen-2-yloxy)-propoxy]-phenyl}-propionic acid). As a reaction SMILES: C([O:3][C:4](=[O:20])[C@@H:5]([O:18][CH3:19])[CH2:6][C:7]1[CH:12]=[CH:11][C:10]([O:13][CH2:14][CH2:15][CH2:16]Br)=[CH:9][CH:8]=1)C.[CH:21]1[C:30]2[CH2:29][CH2:28][CH2:27][CH2:26][C:25]=2[CH:24]=[CH:23][C:22]=1[OH:31].[OH-].[Na+]>>[CH3:19][O:18][C@@H:5]([CH2:6][C:7]1[CH:8]=[CH:9][C:10]([O:13][CH2:14][CH2:15][CH2:16][O:31][C:22]2[CH:23]=[CH:24][C:25]3[CH2:26][CH2:27][CH2:28][CH2:29][C:30]=3[CH:21]=2)=[CH:11][CH:12]=1)[C:4]([OH:3])=[O:20] |f:2.3|. Reported procedure: (2S)-3-[4-(3-Bromo-propoxy)-phenyl]-2-methoxy-propionic acid ethyl ester from Example 173, Step A was treated with 5,6,7,8-Tetrahydro-naphthalen-2-ol under the Standard Procedure J. The compound thus obtained was allowed to react under Standard Hydrolysis Procedure C (NaOH) to give the title compound. MS(ES) for C23H28NO5 [M+Na]+: 407, [M+H]+: 385.